From a dataset of the Open Reaction Database (ORD), a public repository of structured organic reaction records. describe an organic reaction: reactants, conditions, products, and yield The reactants are CCC1CCC(NC(=O)C2CC2CO)CC1, CC1CCC(NC(=O)C2CC2COS(C)(=O)=O)CC1. Product: CCC1CCC(NC(=O)C2CC2COS(C)(=O)=O)CC1. Reaction SMILES: [CH2:1]([CH3:2])[CH:3]1[CH2:4][CH2:5][CH:6]([NH:9][C:10](=[O:11])[CH:12]2[CH:13]([CH2:15][OH:16])[CH2:14]2)[CH2:7][CH2:8]1.[CH3:17][CH:18]1[CH2:19][CH2:20][CH:21]([NH:22][C:23]([CH:24]2[CH2:25][CH:26]2[CH2:27][O:31][S:32](=[O:28])(=[O:33])[CH3:35])=[O:29])[CH2:30][CH2:34]1>>[CH2:1]([CH3:2])[CH:3]1[CH2:4][CH2:5][CH:6]([NH:9][C:10](=[O:11])[CH:12]2[CH:13]([CH2:15][O:16][S:32](=[O:31])(=[O:33])[CH3:35])[CH2:14]2)[CH2:7][CH2:8]1. The reactants are O=C1c2ccccc2C(=O)N1CC1C2CC(F)(F)CC2CN1Cc1ccccc1, CO, O=C[O-], [NH4+]. Yields the product O=C1c2ccccc2C(=O)N1CC1NCC2CC(F)(F)CC21. RXN SMILES: [CH2:1]([c:2]1[cH:3][cH:4][cH:5][cH:6][cH:7]1)[N:8]1[CH:9]([CH2:18][N:19]2[C:20](=[O:29])[c:21]3[cH:22][cH:23][cH:24][cH:25][c:26]3[C:27]2=[O:28])[CH:10]2[CH2:11][C:12]([F:16])([F:17])[CH2:13][CH:14]2[CH2:15]1.[CH3:34][OH:35].[CH:30]([O-:31])=[O:32].[NH4+:33]>>[NH:8]1[CH:9]([CH2:18][N:19]2[C:20](=[O:29])[c:21]3[cH:22][cH:23][cH:24][cH:25][c:26]3[C:27]2=[O:28])[CH:10]2[CH2:11][C:12]([F:16])([F:17])[CH2:13][CH:14]2[CH2:15]1. The reactants are solution, CNC (dimethylamine), C(C)OC(CN1C(C=C(C=C1)N1C(=NC(=C1)C#CC=1C=C(C=CC1)C)C)=O)=O ([4-(2-Methyl-4-m-tolylethynyl-imidazol-1-yl)-2-oxo-2H-pyridin-1-yl]-acetic acid ethyl ester). Solvent: C(C)O (ethanol). Reaction conditions: time 2 day. Yields the product CN(C(CN1C(C=C(C=C1)N1C(=NC(=C1)C#CC=1C=C(C=CC1)C)C)=O)=O)C (N,N-dimethyl-2-[4-(2-methyl-4-m-tolylethynyl-imidazol-1-yl)-2-oxo-2H-pyridin-1-yl]-acetamide). RXN SMILES: [CH3:1][NH:2][CH3:3].C(O[C:7](=[O:31])[CH2:8][N:9]1[CH:14]=[CH:13][C:12]([N:15]2[CH:19]=[C:18]([C:20]#[C:21][C:22]3[CH:23]=[C:24]([CH3:28])[CH:25]=[CH:26][CH:27]=3)[N:17]=[C:16]2[CH3:29])=[CH:11][C:10]1=[O:30])C>C(O)C>[CH3:1][N:2]([CH3:3])[C:7](=[O:31])[CH2:8][N:9]1[CH:14]=[CH:13][C:12]([N:15]2[CH:19]=[C:18]([C:20]#[C:21][C:22]3[CH:23]=[C:24]([CH3:28])[CH:25]=[CH:26][CH:27]=3)[N:17]=[C:16]2[CH3:29])=[CH:11][C:10]1=[O:30]. Reported procedure: To 2 ml of a 5.6M solution of dimethylamine in ethanol were added 70 mg (0.19 mmol) of [4-(2-methyl-4-m-tolylethynyl-imidazol-1-yl)-2-oxo-2H-pyridin-1-yl]-acetic acid ethyl ester (Example 13). The reaction vessel was closed and the yellow solution was stirred for 2 days at room temperature. The solution was then evaporated to dryness, the residue was triturated with a small amount of ethyl acetate and the product was filtered off, yielding 59 mg of the title compound as a white solid, MS: m/e=37...